From a dataset of the Open Reaction Database (ORD), a public repository of structured organic reaction records. describe an organic reaction: reactants, conditions, products, and yield Reactants: CC(C)(C)O, C1CCOC1, CC(C)(C)OC(=O)N(C(=O)OC(C)(C)C)c1nc(Br)c(C=O)[nH]1, CC=C(C)C, [O-][Cl+][O-], [Na+], [Na+], O, O, O=P([O-])(O)O. Yields the product CC(C)(C)OC(=O)N(C(=O)OC(C)(C)C)c1nc(Br)c(C(=O)O)[nH]1. RXN SMILES: [C:46]([OH:47])([CH3:48])([CH3:49])[CH3:50].[CH2:41]1[O:42][CH2:43][CH2:44][CH2:45]1.[CH3:12][C:13]([CH3:14])([CH3:15])[O:16][C:17](=[O:18])[N:19]([C:20](=[O:21])[O:22][C:23]([CH3:24])([CH3:25])[CH3:26])[c:27]1[nH:28][c:29]([CH:33]=[O:34])[c:30]([Br:32])[n:31]1.[CH3:35][C:36](=[CH:37][CH3:38])[CH3:39].[Cl+:1]([O-:2])[O-:3].[Na+:11].[Na+:4].[OH2:40].[OH2:5].[P:6]([O-:7])([OH:8])([OH:9])=[O:10]>>[OH:5][C:33]([c:29]1[nH:28][c:27]([N:19]([C:17]([O:16][C:13]([CH3:12])([CH3:14])[CH3:15])=[O:18])[C:20](=[O:21])[O:22][C:23]([CH3:24])([CH3:25])[CH3:26])[n:31][c:30]1[Br:32])=[O:34].